Dataset: the Open Reaction Database (ORD), a public repository of structured organic reaction records. Task: describe an organic reaction: reactants, conditions, products, and yield The reactants are C(C1=CC=CC=C1)OC(=O)N[C@H]1C(N([C@@H]1CC=O)C(C(=O)OC)O)=O (methyl 2-[(3R,4R)-3-benzyloxycarbonylamino-2-oxo-4-(2-oxoethyl)azetidin-1-yl]-2-hydroxyacetate), C(O)([O-])=O.[K+] (potassium hydrogen carbonate), [BH4-].[Na+] (Sodium borohydride). The solvent is CO (methanol). Conditions: temperature 0 celsius, time 30 minute. Yields the product C(C1=CC=CC=C1)OC(=O)N[C@H]1C(N[C@@H]1CCO)=O ((3R,4R)-3-benzyloxycarbonylamino-4-(2-hydroxyethyl)azetidin-2-one). Yield: 47.1%. Reaction SMILES: [CH2:1]([O:8][C:9]([NH:11][C@@H:12]1[C@@H:15]([CH2:16][CH:17]=[O:18])[N:14](C(O)C(OC)=O)[C:13]1=[O:25])=[O:10])[C:2]1[CH:7]=[CH:6][CH:5]=[CH:4][CH:3]=1.C(=O)([O-])O.[K+].[BH4-].[Na+]>CO>[CH2:1]([O:8][C:9]([NH:11][C@@H:12]1[C@@H:15]([CH2:16][CH2:17][OH:18])[NH:14][C:13]1=[O:25])=[O:10])[C:2]1[CH:3]=[CH:4][CH:5]=[CH:6][CH:7]=1 |f:1.2,3.4|. Reported procedure: The aldehyde (318 mg) obtained above was dissolved in methanol (5 ml) and the solution was cooled to 0° C. 1N Aqueous potassium hydrogen carbonate (0.5 ml) was added and the mixture was stirred at 0° C. for 5 minutes and at ambient temperature for 30 minutes. Sodium borohydride (38 mg) was then added to the mixture at 0° C. and the mixture was stirred at the same temperature for 15 minutes and quenched by addition of acetic acid (0.15 ml). After concentration in vacuo, the residue was dissolved ... The reactants are [Cl-].[Ba+2].[Cl-] (barium chloride), barium ion, P(=O)(OCCCCCCCCCCCCCCCC)([O-])[O-] (cetyl phosphate), [OH-].[Na+] (sodium hydroxide), P(=O)(OCCCCCCCCCCCCCCCC)([O-])[O-] (cetyl phosphate). Solvent: O (Water). Run at temperature 70 celsius, time 60 minute. Yields the product P(=O)(OCCCCCCCCCCCCCCCC)([O-])[O-].[Ba+2] (barium cetyl phosphate). Reaction SMILES: [P:1]([O-:21])([O-:20])([O:3][CH2:4][CH2:5][CH2:6][CH2:7][CH2:8][CH2:9][CH2:10][CH2:11][CH2:12][CH2:13][CH2:14][CH2:15][CH2:16][CH2:17][CH2:18][CH3:19])=[O:2].[OH-].[Na+].[Cl-].[Ba+2:25].[Cl-]>O>[P:1]([O-:20])([O-:21])([O:3][CH2:4][CH2:5][CH2:6][CH2:7][CH2:8][CH2:9][CH2:10][CH2:11][CH2:12][CH2:13][CH2:14][CH2:15][CH2:16][CH2:17][CH2:18][CH3:19])=[O:2].[Ba+2:25] |f:1.2,3.4.5,7.8|. Procedure: Water (20 L) was added to cetyl phosphate (molar ratio of diester/monoester=1/1; acid value, 194 mg KOH/g) (1 kg) while heating at 70° C., whereby the cetyl phosphate was dispersed uniformly. An aqueous solution of sodium hydroxide (500 g/L) (278 ml) was dropwise added to the mixture while keeping the said temperature. When the addition was finished, the mixture showed a pH of about 11. Further, stirring was continued at 70° C. for 60 minutes. An aqueous solution of barium chloride (200 g/L) (18... Starting materials: Na L-pantoate, CC1(COC(=O)[C@H]1O)C (L-pantolactone), [OH-].[Na+] (NaOH), Na L-pantoate, OS(=O)(=O)O (H2SO4), [O-]S(=O)(=O)[O-].[Na+].[Na+] (Na2SO4). Reaction conditions: temperature 80 celsius. The product is CC1(COC(=O)[C@@H]1O)C (D-pantolactone). RXN SMILES: OS(O)(=O)=O.[O-]S([O-])(=O)=O.[Na+].[Na+].[CH3:13][C:14]1([CH3:21])[C@H:19]([OH:20])[C:17](=[O:18])[O:16][CH2:15]1.[OH-].[Na+]>>[CH3:13][C:14]1([CH3:21])[C@@H:19]([OH:20])[C:17](=[O:18])[O:16][CH2:15]1 |f:1.2.3,5.6|. Procedure details: The aqueous phase (21 ml; Na L-pantoate) was adjusted to pH 1 with about 5 ml of 3 M H2SO4, heated at 80° C. for 15 min and mixed with 8 g of anhydrous Na2SO4. The resulting L-pantolactone was analogously extracted 3× with one volume of ethyl acetate, dried with Na2SO4 and evaporated. For recycling to the hydrolysis, the L-pantolactone melt can be racemized by heating after addition of NaOH in the presence of small amounts of Na L-pantoate (180° C., 3 h). Reactants: COC(=O)C(CO[Si](C)(C)C(C)(C)C)Cc1ccccc1, CO, [K+], [OH-], O. Yields the product CC(C)(C)[Si](C)(C)OCC(Cc1ccccc1)C(=O)O. Reaction SMILES: [CH2:1]([c:2]1[cH:3][cH:4][cH:5][cH:6][cH:7]1)[CH:8]([C:9](=[O:10])[O:11][CH3:12])[CH2:13][O:14][Si:15]([CH3:16])([CH3:17])[C:18]([CH3:19])([CH3:20])[CH3:21].[CH3:24][OH:25].[K+:23].[OH-:22].[OH2:26]>>[CH2:1]([c:2]1[cH:3][cH:4][cH:5][cH:6][cH:7]1)[CH:8]([C:9](=[O:10])[OH:11])[CH2:13][O:14][Si:15]([CH3:16])([CH3:17])[C:18]([CH3:19])([CH3:20])[CH3:21]. The reactants are C(C1=CC=CC=C1)OC1=C(C=CC(=C1)N(CCCCO)CCCC)C=CC1=CC=C(S1)C=O (5-[2-[2-benzyloxy-4-[butyl(4-hydroxybutyl)amino]phenyl]vinyl]thiophene-2-carboaldehyde), C(#N)C=1C(OC(C1C)(C(F)(F)F)C)=C(C#N)C#N (2-(3-cyano-4,5-dimethyl-5-trifluoromethyl-2(5H)-furanylidene)propanedinitrile). Run in C(C)O (ethanol). Run at temperature 50 celsius. The product is C(C1=CC=CC=C1)OC1=C(C=CC(=C1)N(CCCCO)CCCC)C=CC1=CC=C(S1)C=CC1=C(C(OC1(C(F)(F)F)C)=C(C#N)C#N)C#N (2-[4-[2-[5-[2-[2-benzyloxy-4-[butyl(4-hydroxybutyl)amino]phenyl]vinyl]thiophene-2-yl]vinyl]-3-cyano-5-methyl-5-trifluoromethyl-2(5H)-furanylidene]propanedinitrile). Yield: 73.4%. As a reaction SMILES: [CH2:1]([O:8][C:9]1[CH:14]=[C:13]([N:15]([CH2:21][CH2:22][CH2:23][CH3:24])[CH2:16][CH2:17][CH2:18][CH2:19][OH:20])[CH:12]=[CH:11][C:10]=1[CH:25]=[CH:26][C:27]1[S:31][C:30]([CH:32]=O)=[CH:29][CH:28]=1)[C:2]1[CH:7]=[CH:6][CH:5]=[CH:4][CH:3]=1.[C:34]([C:36]1[C:37](=[C:47]([C:50]#[N:51])[C:48]#[N:49])[O:38][C:39]([CH3:46])([C:42]([F:45])([F:44])[F:43])[C:40]=1[CH3:41])#[N:35]>C(O)C>[CH2:1]([O:8][C:9]1[CH:14]=[C:13]([N:15]([CH2:21][CH2:22][CH2:23][CH3:24])[CH2:16][CH2:17][CH2:18][CH2:19][OH:20])[CH:12]=[CH:11][C:10]=1[CH:25]=[CH:26][C:27]1[S:31][C:30]([CH:32]=[CH:41][C:40]2[C:39]([CH3:46])([C:42]([F:45])([F:43])[F:44])[O:38][C:37](=[C:47]([C:48]#[N:49])[C:50]#[N:51])[C:36]=2[C:34]#[N:35])=[CH:29][CH:28]=1)[C:2]1[CH:3]=[CH:4][CH:5]=[CH:6][CH:7]=1. Procedure details: In 8 ml of ethanol were dissolved 180 mg (0.39 mmol) of 5-[2-[2-benzyloxy-4-[butyl(4-hydroxybutyl)amino]phenyl]vinyl]thiophene-2-carboaldehyde and 108 mg (0.43 mmol) of 2-(3-cyano-4,5-dimethyl-5-trifluoromethyl-2(5H)-furanylidene)propanedinitrile. The mixture was stirred with heating at 50° C. for 3 hours. The precipitate was separated by filtration, purified by silica gel column chromatography and washed with methanol to give 200 mg of a dark brown crystal having a mp of 176-178° C. (yield: 73.... The reactants are N#Cc1c2ccc(Br)cc2nn1-c1ccc(F)cc1, CCO, [Na+], [OH-], O. The product is NC(=O)c1c2ccc(Br)cc2nn1-c1ccc(F)cc1. Reaction SMILES: [Br:1][c:2]1[cH:3][cH:4][c:5]2[c:6]([C:18]#[N:19])[n:7](-[c:11]3[cH:12][cH:13][c:14]([F:17])[cH:15][cH:16]3)[n:8][c:9]2[cH:10]1.[CH2:23]([OH:24])[CH3:25].[Na+:21].[OH-:20].[OH2:22]>>[Br:1][c:2]1[cH:3][cH:4][c:5]2[c:6]([C:18]([NH2:19])=[O:20])[n:7](-[c:11]3[cH:12][cH:13][c:14]([F:17])[cH:15][cH:16]3)[n:8][c:9]2[cH:10]1. Starting materials: FC1=CC=C(C=C1)NN (4-fluorophenyl hydrazine), Cl (HCl), C(C=O)(=O)O (glyoxylic acid). Solvent: O (water). Product: FC1=CC=C(C=C1)N\N=C\C(=O)O ((E)-2-(2-(4-fluorophenyl)hydrazono)acetic acid). Reaction SMILES: [F:1][C:2]1[CH:7]=[CH:6][C:5]([NH:8][NH2:9])=[CH:4][CH:3]=1.Cl.[C:11]([OH:15])(=[O:14])[CH:12]=O>O>[F:1][C:2]1[CH:7]=[CH:6][C:5]([NH:8]/[N:9]=[CH:12]/[C:11]([OH:15])=[O:14])=[CH:4][CH:3]=1. Procedure: To a solution of 4-fluorophenyl hydrazine 1.32 g (0.011 mol) in water (30 mL) at room temperature was added HCl (1.32 g, 0.014 mol) followed by the drop-wise addition of glyoxylic acid (50%, 1.71 g, 0.012 mol) over 20 minutes. The thick suspension was stirred for 30 m. The product was isolated by filtration, washed with water and then dissolved in ethyl acetate (40 mL), dried over magnesium sulfate, filtered and the product isolated as a solid. The reactants are CC(C)=O, CCOCC, Cl, CC1CN(c2ccc(F)cc2C(F)(F)F)CCN1S(=O)(=O)c1cccc(C2CCNCC2)c1. Yields the product CC(C)N1CCC(c2cccc(S(=O)(=O)N3CCN(c4ccc(F)cc4C(F)(F)F)CC3C)c2)CC1. RXN SMILES: [CH3:34][C:35]([CH3:36])=[O:37].[CH3:39][CH2:40][O:41][CH2:42][CH3:43].[ClH:38].[F:1][c:2]1[cH:3][c:4]([C:30]([F:31])([F:32])[F:33])[c:5]([N:8]2[CH2:9][CH:10]([CH3:29])[N:11]([S:14](=[O:15])(=[O:16])[c:17]3[cH:18][c:19]([CH:23]4[CH2:24][CH2:25][NH:26][CH2:27][CH2:28]4)[cH:20][cH:21][cH:22]3)[CH2:12][CH2:13]2)[cH:6][cH:7]1>>[F:1][c:2]1[cH:3][c:4]([C:30]([F:31])([F:32])[F:33])[c:5]([N:8]2[CH2:9][CH:10]([CH3:29])[N:11]([S:14](=[O:15])(=[O:16])[c:17]3[cH:18][c:19]([CH:23]4[CH2:24][CH2:25][N:26]([CH:35]([CH3:34])[CH3:36])[CH2:27][CH2:28]4)[cH:20][cH:21][cH:22]3)[CH2:12][CH2:13]2)[cH:6][cH:7]1. Reactants: NC1=C(C(=O)O)C(=CC=C1)C (2-amino-6-methylbenzoic acid), CN1CCOCC1 (N-methylmorpholine), CN1CCOCC1 (N-methylmorpholine), ClC(=O)OCC(C)C (isobutyl chloroformate), ( c ), C(C1=CC=CC=C1)OC(=O)N[C@H](C(C)C)C(=O)O (N-benzyloxycarbonyl-D-valine), resultant mixture. Solvent: CN(C=O)C (N,N-dimethylformamide), O1CCCC1 (tetrahydrofuran). Conditions: time 0.5 hour. The product is C(C1=CC=CC=C1)OC(=O)N[C@H](C(C)C)C(=O)NC1=C(C(=O)O)C(=CC=C1)C (2-(N-benzyloxycarbonyl-D-valyl)amino-6-methylbenzoic acid). The yield is 33.0%. RXN SMILES: [CH2:1]([O:8][C:9]([NH:11][C@@H:12]([C:16]([OH:18])=O)[CH:13]([CH3:15])[CH3:14])=[O:10])[C:2]1[CH:7]=[CH:6][CH:5]=[CH:4][CH:3]=1.CN1CCOCC1.ClC(OCC(C)C)=O.[NH2:34][C:35]1[CH:43]=[CH:42][CH:41]=[C:40]([CH3:44])[C:36]=1[C:37]([OH:39])=[O:38]>CN(C)C=O.O1CCCC1>[CH2:1]([O:8][C:9]([NH:11][C@@H:12]([C:16]([NH:34][C:35]1[CH:43]=[CH:42][CH:41]=[C:40]([CH3:44])[C:36]=1[C:37]([OH:39])=[O:38])=[O:18])[CH:13]([CH3:14])[CH3:15])=[O:10])[C:2]1[CH:3]=[CH:4][CH:5]=[CH:6][CH:7]=1. Procedure details: After a tetrahydrofuran solution (40 ml) of N-benzyloxycarbonyl-D-valine (5.08 g) was cooled to -15° C., N-methylmorpholine (2.23 ml) and isobutyl chloroformate (2.61 ml) were added to the solution, and the mixture was stirred for 0.5 hour. An N,N-dimethylformamide solution (25 ml) containing 2-amino-6-methylbenzoic acid (2.04 g) and N-methylmorpholine (1.79 ml) was added dropwise to the above reaction mixture, and the resultant mixture was stirred at -15° C. for 0.5 hour and then at room temper... Starting materials: FC(C(=O)NNC(=O)N1C2=C(OC3=C(C1)C=CC=C3)C=CC(=C2)Cl)(C(C2=NC=CC=C2)O)F (8-chlorodibenz[b,f][1,4]oxazepine-10(11H)-carboxylic acid, 2-[2,2-difluoro-3-hydroxy-1-oxo-3-(2-pyridinyl)propyl]hydrazide), Cl (HCl), Cl (HCl). Solvent: O (H2O). Product: Cl.FC(C(=O)NNC(=O)N1C2=C(OC3=C(C1)C=CC=C3)C=CC(=C2)Cl)(C(C2=NC=CC=C2)O)F (8-chlorodibenz[b,f][1,41oxazepine-10(11H)-carboxylic acid, 2-[2,2-difluoro-3-hydroxy-1-oxo-3-(2-pyridinyl)propyl]hydrazide, monohydrochloride). Reaction SMILES: [F:1][C:2]([F:33])([CH:25]([OH:32])[C:26]1[CH:31]=[CH:30][CH:29]=[CH:28][N:27]=1)[C:3]([NH:5][NH:6][C:7]([N:9]1[CH2:15][C:14]2[CH:16]=[CH:17][CH:18]=[CH:19][C:13]=2[O:12][C:11]2[CH:20]=[CH:21][C:22]([Cl:24])=[CH:23][C:10]1=2)=[O:8])=[O:4].Cl>O>[ClH:24].[F:33][C:2]([F:1])([CH:25]([OH:32])[C:26]1[CH:31]=[CH:30][CH:29]=[CH:28][N:27]=1)[C:3]([NH:5][NH:6][C:7]([N:9]1[CH2:15][C:14]2[CH:16]=[CH:17][CH:18]=[CH:19][C:13]=2[O:12][C:11]2[CH:20]=[CH:21][C:22]([Cl:24])=[CH:23][C:10]1=2)=[O:8])=[O:4] |f:3.4|. Procedure details: 8-chlorodibenz[b,f][1,41oxazepine-10(11H)-carboxylic acid, 2-[2,2-difluoro-3-hydroxy-1-oxo-3-(2-pyridinyl)propyl]hydrazide, monohydrochloride (11A) was prepared by dissolving 8-chlorodibenz[b,f][1,41oxazepine-10(11H)-carboxylic acid, 2-[2,2-difluoro-3-hydroxy-1-oxo-3-(2-pyridinyl)propyl]hydrazide (11), prepared as described above in Example 11, in N HCl and lyophilizing. Analysis calculated for C22H17N4O4F2Cl.HCl. 1.2 H2O (M.W. 532.94): C, 49.58; H, 3.68; N, 10.51; Cl, 13.30. Found: C, 49.27; H,...